Dataset: the Open Reaction Database (ORD), a public repository of structured organic reaction records. Task: describe an organic reaction: reactants, conditions, products, and yield Reactants: CuSO4.5H2O, C(C1=CC=CC=C1)Br (benzyl bromide), OCCC[C@H](N)C(=O)O (5-hydroxynorvaline), [OH-].[Na+] (sodium hydroxide), S (hydrogen sulfide), [OH-].[Na+] (sodium hydroxide). The solvent is O (water), O (water). Product: C(C1=CC=CC=C1)OC([C@@H](N)CCCO)=O (O-benzyl-5-hydroxynorvaline). Reaction SMILES: [OH:1][CH2:2][CH2:3][CH2:4][C@@H:5]([C:7]([OH:9])=[O:8])[NH2:6].[OH-].[Na+].[CH2:12](Br)[C:13]1[CH:18]=[CH:17][CH:16]=[CH:15][CH:14]=1.S>O>[CH2:12]([O:8][C:7](=[O:9])[C@H:5]([CH2:4][CH2:3][CH2:2][OH:1])[NH2:6])[C:13]1[CH:18]=[CH:17][CH:16]=[CH:15][CH:14]=1 |f:1.2|. Reported procedure: Dissolve 5-hydroxynorvaline (13.3 g, 0.1 mol) in 1N sodium hydroxide (200 mL, 0.2 mol). Add a solution of CuSO4.5H2O (12.5 g, 0.05 mol) in water (50 mL). Stir the mixture until solution is complete. Treat with benzyl bromide (17.1 g, 0.1 mol) and stir at room temperature until reaction is complete. Suction filter, wash the residue with 1:3.5 methanol-water and dry at 60° C. to give the copper complex. Suspend the copper complex in water, treat with excess hydrogen sulfide, heat to boiling, then ... Starting materials: Cl, CN(C(=O)N(C)C1CNCC1c1ccc(F)cc1)c1cc(C(F)(F)F)cc(C(F)(F)F)c1, O=C(O)c1ccc(F)cc1. The product is CN(C(=O)N(C)C1CN(C(=O)c2ccc(F)cc2)CC1c1ccc(F)cc1)c1cc(C(F)(F)F)cc(C(F)(F)F)c1. RXN SMILES: [ClH:1].[F:2][C:3]([c:4]1[cH:5][c:6]([N:14]([C:15](=[O:16])[N:17]([CH3:18])[CH:19]2[CH2:20][NH:21][CH2:22][CH:23]2[c:24]2[cH:25][cH:26][c:27]([F:30])[cH:28][cH:29]2)[CH3:31])[cH:7][c:8]([C:10]([F:11])([F:12])[F:13])[cH:9]1)([F:32])[F:33].[OH:34][C:35](=[O:36])[c:37]1[cH:38][cH:39][c:40]([F:41])[cH:42][cH:43]1>>[F:2][C:3]([c:4]1[cH:5][c:6]([N:14]([C:15](=[O:16])[N:17]([CH3:18])[CH:19]2[CH2:20][N:21]([C:35](=[O:34])[c:37]3[cH:38][cH:39][c:40]([F:41])[cH:42][cH:43]3)[CH2:22][CH:23]2[c:24]2[cH:25][cH:26][c:27]([F:30])[cH:28][cH:29]2)[CH3:31])[cH:7][c:8]([C:10]([F:11])([F:12])[F:13])[cH:9]1)([F:32])[F:33].